This data is from the Open Reaction Database (ORD), a public repository of structured organic reaction records. The task is: describe an organic reaction: reactants, conditions, products, and yield Starting materials: O=CC(Cl)(Cl)Cl (chloral), CC1(CC1)C(CN1N=CN=C1)=O (1-methyl-1-(1,2,4-triazol-1-yl-acetyl)-cyclopropane), C(C)(=O)O (acetic acid), C(C)(=O)[O-].[Na+] (sodium acetate). Solvent: CCOCC (ether), O (water). Run at temperature 45 celsius, time 8 hour. Product: ClC(C(C(C(=O)C1(CC1)C)N1N=CN=C1)O)(Cl)Cl (1,1,1-trichloro-2-hydroxy-3-(1,2,4-triazol-1yl)-4-(1-methylcycloprop-1-yl)-butan-4-one). Isolated yield 19.8%. Reaction SMILES: [O:1]=[CH:2][C:3]([Cl:6])([Cl:5])[Cl:4].[CH3:7][C:8]1([C:11](=[O:18])[CH2:12][N:13]2[CH:17]=[N:16][CH:15]=[N:14]2)[CH2:10][CH2:9]1.C(O)(=O)C.C([O-])(=O)C.[Na+]>CCOCC.O>[Cl:4][C:3]([Cl:6])([Cl:5])[CH:2]([OH:1])[CH:12]([N:13]1[CH:17]=[N:16][CH:15]=[N:14]1)[C:11]([C:8]1([CH3:7])[CH2:9][CH2:10]1)=[O:18] |f:3.4|. Procedure details: 9.2 g (0.0625 mol) of chloral were added dropwise to 8.3 g (0.05 mol) of 1-methyl-1-(1,2,4-triazol-1-yl-acetyl)-cyclopropane, 20 ml of glacial acetic acid and 13.6 g (0.1 mol) of sodium acetate, the internal temperature increasing to approx. 45° C. The reaction mixture was stirred overnight at 80° C. and was thereafter cooled to room temperature and stirred with a mixture of 100 ml of water and 100 ml of ether. The resulting solid was filtered off under suction and recrystallized from methanol. ...